This data is from the Open Reaction Database (ORD), a public repository of structured organic reaction records. The task is: describe an organic reaction: reactants, conditions, products, and yield RXN SMILES: [C:1]([NH2:4])(=[O:3])[CH3:2].[Li+:5].[C:6]([S:10]([N-:13][S:14]([C:17]([F:20])([F:19])[F:18])(=[O:16])=[O:15])(=[O:12])=[O:11])([F:9])([F:8])[F:7]>>[C:1]([NH2:4])(=[O:3])[CH3:2].[Li+:5].[C:17]([S:14]([N-:13][S:10]([C:6]([F:9])([F:8])[F:7])(=[O:12])=[O:11])(=[O:15])=[O:16])([F:19])([F:18])[F:20] |f:1.2,3.4.5|. The product is C(C)(=O)N.[Li+].C(F)(F)(F)S(=O)(=O)[N-]S(=O)(=O)C(F)(F)F (acetamide LiTFSI). Procedure details: 5 g of purified acetamide and 6 g of LiTFSI were put into a round bottom flask and slowly stirred for 12 hours at a normal temperature under a nitrogen circumstance, and then moisture was removed therefrom in a vacuum oven for 3 days, thereby obtaining 11 g of acetamide-LiTFSI eutectic mixture. Reaction conditions: time 12 hour. Isolated yield 152.0%. The reactants are C(C)(=O)N (acetamide), [Li+].C(F)(F)(F)S(=O)(=O)[N-]S(=O)(=O)C(F)(F)F (LiTFSI). The reactants are CCCC(C(=O)OC)c1c(C)nc2cc(C(C)(C)C)nn2c1Cl, CCN(C(C)C)C(C)C, OB(O)c1ccc(Cl)cc1. Product: CCCC(C(=O)OC)c1c(C)nc2cc(C(C)(C)C)nn2c1-c1ccc(Cl)cc1. Reaction SMILES: [C:1]([CH3:2])([CH3:3])([CH3:4])[c:5]1[n:6][n:7]2[c:8]([n:9][c:10]([CH3:22])[c:11]([CH:14]([C:15](=[O:16])[O:17][CH3:18])[CH2:19][CH2:20][CH3:21])[c:12]2[Cl:13])[cH:23]1.[CH:34]([N:35]([CH:36]([CH3:37])[CH3:38])[CH2:39][CH3:40])([CH3:41])[CH3:42].[Cl:24][c:25]1[cH:26][cH:27][c:28]([B:31]([OH:32])[OH:33])[cH:29][cH:30]1>>[C:1]([CH3:2])([CH3:3])([CH3:4])[c:5]1[n:6][n:7]2[c:8]([n:9][c:10]([CH3:22])[c:11]([CH:14]([C:15](=[O:16])[O:17][CH3:18])[CH2:19][CH2:20][CH3:21])[c:12]2-[c:28]2[cH:27][cH:26][c:25]([Cl:24])[cH:30][cH:29]2)[cH:23]1.